Dataset: the Open Reaction Database (ORD), a public repository of structured organic reaction records. Task: describe an organic reaction: reactants, conditions, products, and yield The reactants are C(C)(C)(C)OC(COC1=CC(=CC=C1)CN(S(=O)(=O)C=1C=NC=CC1)CC1=CC=C(C=C1)C(CO)(C)C)=O ((3-{[[4-(2-hydroxy-1,1-dimethyl-ethyl)-benzyl]-(pyridine-3-sulfonyl)-amino]-methyl}-phenoxy)-acetic acid tert-butyl ester), FC(C(=O)O)(F)F (trifluoroacetic acid). The solvent is C(Cl)Cl (CH2Cl2). Conditions: time 1 hour. Yields the product OCC(C)(C)C1=CC=C(CN(S(=O)(=O)C=2C=NC=CC2)CC=2C=C(OCC(=O)O)C=CC2)C=C1 ((3-{[[4-(2-Hydroxy-1,1-dimethyl-ethyl)-benzyl]-(pyridine-3-sulfonyl)-amino]-methyl}-phenoxy)-acetic acid). Yield: 35.3%. As a reaction SMILES: C([O:5][C:6](=[O:38])[CH2:7][O:8][C:9]1[CH:14]=[CH:13][CH:12]=[C:11]([CH2:15][N:16]([CH2:26][C:27]2[CH:32]=[CH:31][C:30]([C:33]([CH3:37])([CH3:36])[CH2:34][OH:35])=[CH:29][CH:28]=2)[S:17]([C:20]2[CH:21]=[N:22][CH:23]=[CH:24][CH:25]=2)(=[O:19])=[O:18])[CH:10]=1)(C)(C)C.FC(F)(F)C(O)=O>C(Cl)Cl>[OH:35][CH2:34][C:33]([C:30]1[CH:31]=[CH:32][C:27]([CH2:26][N:16]([CH2:15][C:11]2[CH:10]=[C:9]([CH:14]=[CH:13][CH:12]=2)[O:8][CH2:7][C:6]([OH:38])=[O:5])[S:17]([C:20]2[CH:21]=[N:22][CH:23]=[CH:24][CH:25]=2)(=[O:19])=[O:18])=[CH:28][CH:29]=1)([CH3:37])[CH3:36]. Reported procedure: A solution of (3-{[[4-(2-hydroxy-1,1-dimethyl-ethyl)-benzyl]-(pyridine-3-sulfonyl)-amino]-methyl}-phenoxy)-acetic acid tert-butyl ester (108 mg, 0.199 mmol) in CH2Cl2 (2 mL) was cooled to 0° C. and trifluoroacetic acid (1 mL) was added. The reaction was stirred at room temperature for 1 h. The solution was concentrated in vacuo, by azeotroping with CH2Cl2 (3×). The residue was dissolved in THF and 1N HCl (0.4 mL) was added. The solution was concentrated in vacuo, azeotroping with CH2Cl2 (3×). Pu... The reactants are [Cl-].[Al+3].[Cl-].[Cl-] (aluminum chloride), ClC1=C(C(=CC=C1)F)NC1=CC=C(C=C1)C (N-(2′-chloro-6′-fluorophenyl)-4-methylaniline), ClCC(=O)Cl (chloroacetyl chloride), CCCCCCCCCC (decane). Run in C1(=CC=CC=C1)C (toluene), C(C)(=O)OCC (ethyl acetate), C1(=CC=CC=C1)C (toluene). Reaction conditions: time 1 hour. Yields the product ClC1=C(C(=CC=C1)F)N1C(CC2=CC(=CC=C12)C)=O (N-(2′-chloro-6′-fluorophenyl)-5-methyloxindole). Reaction SMILES: [Cl:1][C:2]1[CH:7]=[CH:6][CH:5]=[C:4]([F:8])[C:3]=1[NH:9][C:10]1[CH:15]=[CH:14][C:13]([CH3:16])=[CH:12][CH:11]=1.Cl[CH2:18][C:19](Cl)=[O:20].CCCCCCCCCC.[Cl-].[Al+3].[Cl-].[Cl-]>C1(C)C=CC=CC=1.C(OCC)(=O)C>[Cl:1][C:2]1[CH:7]=[CH:6][CH:5]=[C:4]([F:8])[C:3]=1[N:9]1[C:10]2[C:11](=[CH:12][C:13]([CH3:16])=[CH:14][CH:15]=2)[CH2:18][C:19]1=[O:20] |f:3.4.5.6|. Procedure details: Alternatively, a mixture of 169.8 g of crude N-(2′-chloro-6′-fluorophenyl)-4-methylaniline, 172 ml (2.15 mol) of chloroacetyl chloride in 580 ml of toluene is heated under a nitrogen atmosphere for 2 hours at 70°. The reaction is cooled to room temperature, 450 ml of decane is added, and the volatiles are distilled off under 200 mbar pressure at 62-72°. To the mixture is added 150 ml of toluene and 385 g of aluminum chloride (2.87 mol) slowly at 20-40°. The mixture is heated at 120° for 5 hours,... Reactants: FC1=CC=C(C=C1)C=1N=C(NC1C1=CC=C(C=C1)F)S(=O)(=O)C(C(F)F)(F)F (4,5-bis(4-fluorophenyl)-2-(1,1,2,2-tetrafluoroethylsulfonyl)imidazole), CI (methyl iodide), C([O-])([O-])=O.[K+].[K+] (potassium carbonate), CN(C=O)C (dimethylformamide). Run in O (water). Reaction conditions: time 50 hour. The product is FC1=CC=C(C=C1)C=1N=C(N(C1C1=CC=C(C=C1)F)C)S(=O)(=O)C(C(F)F)(F)F (4,5-bis(4-Fluorophenyl)-1-methyl-2-(1,1,2,2-tetrafluoroethylsulfonyl)imidazole). Yield: 94.0%. As a reaction SMILES: [F:1][C:2]1[CH:7]=[CH:6][C:5]([C:8]2[N:9]=[C:10]([S:20]([C:23]([F:28])([F:27])[CH:24]([F:26])[F:25])(=[O:22])=[O:21])[NH:11][C:12]=2[C:13]2[CH:18]=[CH:17][C:16]([F:19])=[CH:15][CH:14]=2)=[CH:4][CH:3]=1.CI.[C:31](=O)([O-])[O-].[K+].[K+].CN(C)C=O>O>[F:1][C:2]1[CH:7]=[CH:6][C:5]([C:8]2[N:9]=[C:10]([S:20]([C:23]([F:28])([F:27])[CH:24]([F:25])[F:26])(=[O:21])=[O:22])[N:11]([CH3:31])[C:12]=2[C:13]2[CH:14]=[CH:15][C:16]([F:19])=[CH:17][CH:18]=2)=[CH:4][CH:3]=1 |f:2.3.4|. Procedure: A mixture of 4,5-bis(4-fluorophenyl)-2-(1,1,2,2-tetrafluoroethylsulfonyl)imidazole (3.0 g, 0.0071 mole), methyl iodide (1.5 g, 0.011 mole), potassium carbonate (1.5 g, 0.011 mole), and dimethylformamide (30 ml) was stirred for 50 hours at room temperature in a stoppered flask. The mixture was then poured into water, and after the oil crystallized, the solid was collected and washed with water. There was obtained 2.9 g of colorless crystals, mp 122°-124°. Recrystallization from heptane (125 ml) g... Starting materials: C([O-])(O)=O.[Na+] (sodium bicarbonate), C(C)(=O)CCCC(=O)O (4-acetylbutyric acid), CI (methyl iodide). Run in O (water), CN(C=O)C (dimethylformamide). Conditions: time 8 hour. Yields the product C(C)(=O)CCCC(=O)OC (Methyl 4-acetylbutyrate). Isolated yield 83.2%. RXN SMILES: [C:1](=O)(O)[O-].[Na+].[C:6]([CH2:9][CH2:10][CH2:11][C:12]([OH:14])=[O:13])(=[O:8])[CH3:7].CI>CN(C)C=O.O>[C:6]([CH2:9][CH2:10][CH2:11][C:12]([O:14][CH3:1])=[O:13])(=[O:8])[CH3:7] |f:0.1|. Reported procedure: To a rapidly stirred slurry of sodium bicarbonate (25 g) in a solution of 4-acetylbutyric acid (13 g, 0.1 mol) in dimethylformamide (150 ml) was added methyl iodide (47 g). After stirring overnight at room temperature under nitrogen, the reaction mixture was diluted with water (300 ml) and extracted with ethyl ether (250 ml). The organic phase was washed with water and dried over sodium sulfate. The drying agent was filtered and the filtrate concentrated on the rotary evaporator to give 12 g of ...